From a dataset of the Open Reaction Database (ORD), a public repository of structured organic reaction records. describe an organic reaction: reactants, conditions, products, and yield The reactants are CCOC(=O)NN, Cc1cc(Cl)nnc1-c1ccc(C#N)cc1, CCCCO. Yields the product CCOC(=O)NNc1cc(C)c(-c2ccc(C#N)cc2)nn1. Reaction SMILES: [C:17]([NH:18][NH2:19])(=[O:20])[O:21][CH2:22][CH3:23].[C:1](#[N:2])[c:3]1[cH:4][cH:5][c:6](-[c:9]2[c:10]([CH3:16])[cH:11][c:12]([Cl:15])[n:13][n:14]2)[cH:7][cH:8]1.[CH2:24]([OH:25])[CH2:26][CH2:27][CH3:28]>>[C:1](#[N:2])[c:3]1[cH:4][cH:5][c:6](-[c:9]2[c:10]([CH3:16])[cH:11][c:12]([NH:19][NH:18][C:17](=[O:20])[O:21][CH2:22][CH3:23])[n:13][n:14]2)[cH:7][cH:8]1. The reactants are CCC(O)c1cc(F)cc(O[Si](C)(C)C(C)(C)C)c1F, CC(=O)O, CC(=O)O, CC1(C)CCCC(C)(C)N1O, CCOC(C)=O, ClCCl, Ic1ccccc1. Product: CCC(=O)c1cc(F)cc(O[Si](C)(C)C(C)(C)C)c1F. As a reaction SMILES: [C:1]([CH3:2])([CH3:3])([CH3:4])[Si:5]([O:6][c:7]1[c:8]([F:18])[c:9]([CH:14]([CH2:15][CH3:16])[OH:17])[cH:10][c:11]([F:13])[cH:12]1)([CH3:19])[CH3:20].[C:24]([OH:25])(=[O:26])[CH3:27].[C:28]([OH:29])(=[O:30])[CH3:31].[CH3:39][C:40]1([CH3:49])[N:41]([O:42])[C:43]([CH3:44])([CH3:45])[CH2:46][CH2:47][CH2:48]1.[CH3:50][CH2:51][O:52][C:53]([CH3:54])=[O:55].[Cl:21][CH2:22][Cl:23].[I:32][c:33]1[cH:34][cH:35][cH:36][cH:37][cH:38]1>>[C:1]([CH3:2])([CH3:3])([CH3:4])[Si:5]([O:6][c:7]1[c:8]([F:18])[c:9]([C:14]([CH2:15][CH3:16])=[O:17])[cH:10][c:11]([F:13])[cH:12]1)([CH3:19])[CH3:20]. Reactants: FC(C(=O)O)(F)F.C(C)C1=CC=C(C=C1)C1CC(CN(C1)C(=O)N1CCCC1)N (5-(4-Ethylphenyl)-1-(pyrrolidin-1-ylcarbonyl)piperidine-3-amine trifluoroacetate), FC=1C=C(C=CC1)C=1C=CC(=NC1)C(=O)O (5-(3-fluorophenyl)pyridine-2-carboxylic acid). The product is C(C)C1=CC=C(C=C1)C1CC(CN(C1)C(=O)N1CCCC1)NC(=O)C1=NC=C(C=C1)C1=CC(=CC=C1)F (N-[5-(4-Ethylphenyl)-1-(pyrrolidin-1-ylcarbonyl)piperidin-3-yl]-5-(3-fluorophenyl)pyridine-2-carboxamide). Reaction SMILES: FC(F)(F)C(O)=O.[CH2:8]([C:10]1[CH:15]=[CH:14][C:13]([CH:16]2[CH2:21][N:20]([C:22]([N:24]3[CH2:28][CH2:27][CH2:26][CH2:25]3)=[O:23])[CH2:19][CH:18]([NH2:29])[CH2:17]2)=[CH:12][CH:11]=1)[CH3:9].[F:30][C:31]1[CH:32]=[C:33]([C:37]2[CH:38]=[CH:39][C:40]([C:43](O)=[O:44])=[N:41][CH:42]=2)[CH:34]=[CH:35][CH:36]=1>>[CH2:8]([C:10]1[CH:11]=[CH:12][C:13]([CH:16]2[CH2:21][N:20]([C:22]([N:24]3[CH2:25][CH2:26][CH2:27][CH2:28]3)=[O:23])[CH2:19][CH:18]([NH:29][C:43]([C:40]3[CH:39]=[CH:38][C:37]([C:33]4[CH:34]=[CH:35][CH:36]=[C:31]([F:30])[CH:32]=4)=[CH:42][N:41]=3)=[O:44])[CH2:17]2)=[CH:14][CH:15]=1)[CH3:9] |f:0.1|. Procedure: 62 mg (0.11 mmol) of 5-(4-ethylphenyl)-1-(pyrrolidin-1-ylcarbonyl)piperidine-3-amine trifluoroacetate (Example 12A) and 27 mg (0.12 mmol, 1.1 eq.) of 5-(3-fluorophenyl)pyridine-2-carboxylic acid were reacted according to General Method 1. Yield: 31 mg (56% of theory) Procedure details: 2-(2-(((1,1-Dimethylethyl)dimethylsilyl)oxy)ethyl-3-(((1,1-dimethylethyl)dimethyl-silyl)oxymethyl)-1-O-methanesulfonylcyclobutanol (180 mg, 0.41 mmol) was mixed with 200 mg (4.1 mmol) of lithium azide in 4 mL of DMF. The reaction mixture was heated at 80° C. for 2 h then concentrated in vacuo. The residue was purified on a silica gel column eluted with 5% ethyl acetate in hexane to give 120 mg (73% yield) of the title compound; MS DCI-NH3M/Z: 400 (M+H)+, 417 (M+NH4)+. Starting materials: CC(C)(C)[Si](OCCC1(CC(C1)CO[Si](C)(C)C(C)(C)C)OS(=O)(=O)C)(C)C (2-(((1,1-Dimethylethyl)dimethylsilyl)oxy)ethyl-3-(((1,1-dimethylethyl)dimethyl-silyl)oxymethyl)-1-O-methanesulfonylcyclobutanol), [N-]=[N+]=[N-].[Li+] (lithium azide). As a reaction SMILES: [CH3:1][C:2]([Si:5]([CH3:28])([CH3:27])[O:6][CH2:7][CH2:8][C:9]1(OS(C)(=O)=O)[CH2:12][CH:11](CO[Si](C(C)(C)C)(C)C)[CH2:10]1)([CH3:4])[CH3:3].[N-:29]=[N+:30]=[N-:31].[Li+]>CN(C=O)C>[CH3:4][C:2]([Si:5]([CH3:27])([CH3:28])[O:6][CH2:7][CH2:8][CH:9]1[CH:10]([CH2:7][O:6][Si:5]([C:2]([CH3:4])([CH3:3])[CH3:1])([CH3:28])[CH3:27])[CH2:11][CH:12]1[N:29]=[N+:30]=[N-:31])([CH3:1])[CH3:3] |f:1.2|. Isolated yield 146.4%. The product is CC(C)(C)[Si](OCCC1C(CC1CO[Si](C)(C)C(C)(C)C)N=[N+]=[N-])(C)C (2-(2-(((1,1-Dimethylethyl)dimethylsilyl)oxy)ethyl)-3-(((1,1-dimethylethyl)dimethylsilyl)oxymethyl)-1-azidocyclobutane). Reaction conditions: temperature 80 celsius. Solvent: CN(C)C=O (DMF). The reactants are COc1cc(Br)cnc1Cl, CC(C)(C)OC(=O)N1CC2CNCC2C1. Yields the product COc1cc(N2CC3CN(C(=O)OC(C)(C)C)CC3C2)cnc1Cl. As a reaction SMILES: [Br:16][c:17]1[cH:18][c:19]([O:24][CH3:25])[c:20]([Cl:23])[n:21][cH:22]1.[CH2:1]1[N:2]([C:9](=[O:10])[O:11][C:12]([CH3:13])([CH3:14])[CH3:15])[CH2:3][CH:4]2[CH:5]1[CH2:6][NH:7][CH2:8]2>>[CH2:1]1[N:2]([C:9](=[O:10])[O:11][C:12]([CH3:13])([CH3:14])[CH3:15])[CH2:3][CH:4]2[CH:5]1[CH2:6][N:7]([c:17]1[cH:18][c:19]([O:24][CH3:25])[c:20]([Cl:23])[n:21][cH:22]1)[CH2:8]2.